describe an organic reaction: reactants, conditions, products, and yield From a dataset of the Open Reaction Database (ORD), a public repository of structured organic reaction records. Reactants: N(=NC(=O)OC(C)C)C(=O)OC(C)C (diisopropyl azodicarboxylate), ClC1=CC=C(C=C1)NC(=O)NC1=CC(=C(C=C1)O)C=1N(N=CC1)C (1-(4-chloro-phenyl)-3-[4-hydroxy-3-(2-methyl-2H-pyrazol-3-yl)-phenyl]-urea), C1(=CC=CC=C1)P(C1=CC=CC=C1)C1=CC=CC=C1 (triphenyl phosphine), OCCN1CCCC1 (1-(2-hydroxy ethyl)-pyrrolidine). The solvent is C1CCOC1 (THF). The product is ClC1=CC=C(C=C1)NC(=O)NC1=CC(=C(C=C1)OCCN1CCCC1)C=1N(N=CC1)C (1-(4-chloro-phenyl)-3-[3-(2-methyl-2H-pyrazol-3-yl)-4-(2-pyrrolidin-1-yl-ethoxy)-phenyl]-urea). As a reaction SMILES: [Cl:1][C:2]1[CH:7]=[CH:6][C:5]([NH:8][C:9]([NH:11][C:12]2[CH:17]=[CH:16][C:15]([OH:18])=[C:14]([C:19]3[N:20]([CH3:24])[N:21]=[CH:22][CH:23]=3)[CH:13]=2)=[O:10])=[CH:4][CH:3]=1.C1(P(C2C=CC=CC=2)C2C=CC=CC=2)C=CC=CC=1.O[CH2:45][CH2:46][N:47]1[CH2:51][CH2:50][CH2:49][CH2:48]1.N(C(OC(C)C)=O)=NC(OC(C)C)=O>C1COCC1>[Cl:1][C:2]1[CH:3]=[CH:4][C:5]([NH:8][C:9]([NH:11][C:12]2[CH:17]=[CH:16][C:15]([O:18][CH2:45][CH2:46][N:47]3[CH2:51][CH2:50][CH2:49][CH2:48]3)=[C:14]([C:19]3[N:20]([CH3:24])[N:21]=[CH:22][CH:23]=3)[CH:13]=2)=[O:10])=[CH:6][CH:7]=1. Reported procedure: To a stirred and ice-cooled solution of 1-(4-chloro-phenyl)-3-[4-hydroxy-3-(2-methyl-2H-pyrazol-3-yl)-phenyl]-urea (0.1 g, 0.2923 mmol), triphenyl phosphine (0.291 g, 1.1078 mmol) and 1-(2-hydroxy ethyl)-pyrrolidine (0.127 g, 1.099 mmol) in THF (25 mL) was added diisopropyl azodicarboxylate (0.224 g, 1.104 mmol) slowly over 10 minutes. The reaction mixture was allowed to warm to ambient temperature and stirred further for 4 hrs at this temperature. THF was evaporated and the syrup was dissolved ... Starting materials: Cl (HCl), [OH-].[Na+] (NaOH), CN(CC(COC1=CC(=C(C(=C1)C)C1=C2CC[C@H](C2=C(C=C1)F)OC1=CC2=C([C@@H](CO2)CC(=O)OC)C=C1)C)(C)C)C (methyl 2-((S)-6-((R)-4-(4-(3-(dimethylamino)-2,2-dimethylpropoxy)-2,6-dimethylphenyl)-7-fluoro-2,3-dihydro-1H-inden-1-yloxy)-2,3-dihydrobenzofuran-3-yl)acetate), [OH-].[Na+] (NaOH). Solvent: CO (methanol). Run at time 48 hour. Yields the product CN(CC(COC1=CC(=C(C(=C1)C)C1=C2CC[C@H](C2=C(C=C1)F)OC1=CC2=C([C@@H](CO2)CC(=O)O)C=C1)C)(C)C)C (2-((S)-6-((R)-4-(4-(3-(Dimethylamino)-2,2-dimethylpropoxy)-2,6-dimethylphenyl)-7-fluoro-2,3-dihydro-1H-inden-1-yloxy)-2,3-dihydrobenzofuran-3-yl)acetic acid). RXN SMILES: [OH-].[Na+].[CH3:3][N:4]([CH3:44])[CH2:5][C:6]([CH3:43])([CH3:42])[CH2:7][O:8][C:9]1[CH:14]=[C:13]([CH3:15])[C:12]([C:16]2[CH:24]=[CH:23][C:22]([F:25])=[C:21]3[C:17]=2[CH2:18][CH2:19][C@H:20]3[O:26][C:27]2[CH:40]=[CH:39][C:30]3[C@H:31]([CH2:34][C:35]([O:37]C)=[O:36])[CH2:32][O:33][C:29]=3[CH:28]=2)=[C:11]([CH3:41])[CH:10]=1.Cl>CO>[CH3:44][N:4]([CH3:3])[CH2:5][C:6]([CH3:42])([CH3:43])[CH2:7][O:8][C:9]1[CH:10]=[C:11]([CH3:41])[C:12]([C:16]2[CH:24]=[CH:23][C:22]([F:25])=[C:21]3[C:17]=2[CH2:18][CH2:19][C@H:20]3[O:26][C:27]2[CH:40]=[CH:39][C:30]3[C@H:31]([CH2:34][C:35]([OH:37])=[O:36])[CH2:32][O:33][C:29]=3[CH:28]=2)=[C:13]([CH3:15])[CH:14]=1 |f:0.1|. Reported procedure: 1 M Aqueous NaOH solution (70 μL) is added to a solution of methyl 2-((S)-6-((R)-4-(4-(3-(dimethylamino)-2,2-dimethylpropoxy)-2,6-dimethylphenyl)-7-fluoro-2,3-dihydro-1H-inden-1-yloxy)-2,3-dihydrobenzofuran-3-yl)acetate (20 mg) in methanol (2 mL) at room temperature. The mixture is stirred at room temperature for 48 hours, treated with 1 M aqueous NaOH solution (70 μL) and heated for 4 hours at 50° C. The mixture is neutralized by addition of 1 N aqueous HCl solution and purified by HPLC on reve... The reactants are N1=CC=C(C=C1)CO (4-pyridinemethanol), FC(S(=O)(=O)O)(F)F (trifluoromethanesulfonic acid), C1CS1 (ethylene sulfide), N1=CC=C(C=C1)CO (4-pyridine-methanol). Run in C(Cl)Cl (CH2Cl2), O (H2O). Conditions: temperature 60 celsius. Product: FC(S(=O)(=O)[O-])(F)F.OCC1=CC=[N+](C=C1)CCS (4-Hydroxymethyl-1-(2-mercaptoethyl)pyridinium trifluoromethanesulfonate). As a reaction SMILES: [N:1]1[CH:6]=[CH:5][C:4]([CH2:7][OH:8])=[CH:3][CH:2]=1.[F:9][C:10]([F:16])([F:15])[S:11]([OH:14])(=[O:13])=[O:12].[CH2:17]1[S:19][CH2:18]1>C(Cl)Cl.O>[F:9][C:10]([F:16])([F:15])[S:11]([O-:14])(=[O:13])=[O:12].[OH:8][CH2:7][C:4]1[CH:5]=[CH:6][N+:1]([CH2:17][CH2:18][SH:19])=[CH:2][CH:3]=1 |f:5.6|. Procedure: To a solution of 4-pyridinemethanol (1.635 g, 0.015 mol) in 10 mL of CH2Cl2, at 0° C. under N2, was added dropwise trifluoromethanesulfonic acid (1.327 mL, 0.015 mol). A yellow-brown oil rapidly separated out. An additional equivalent of 4-pyridine-methanol (1.635 g, 0.015 mol) was added to this mixture and the solvent was removed under reduced pressure to give an oil. To this oil was added ethylene sulfide (0.891 mL, 0.015 mol) and the resulting homogeneous mixture was heated (oil bath) at abou... Starting materials: BrC1=C(C=C(C=C1Cl)N)Cl (4-bromo-3,5-dichlorophenylamine), N(=O)[O-].[Na+] (sodium nitrite), S(O)(O)(=O)=O (sulphuric acid), S(O)(O)(=O)=O (sulphuric acid), ice. The solvent is O (water), O (water), O (water), O (water). Conditions: temperature 160 celsius, time 15 minute. Yields the product BrC1=C(C=C(C=C1Cl)O)Cl (4-Bromo-3,5-dichlorophenol). RXN SMILES: [Br:1][C:2]1[C:7]([Cl:8])=[CH:6][C:5](N)=[CH:4][C:3]=1[Cl:10].S(=O)(=O)(O)[OH:12].N([O-])=O.[Na+]>O>[Br:1][C:2]1[C:7]([Cl:8])=[CH:6][C:5]([OH:12])=[CH:4][C:3]=1[Cl:10] |f:2.3|. Procedure: 100 g of 4-bromo-3,5-dichlorophenylamine are added with stirring at 5° C. to a mixture of 125 ml of water and 90 ml of concentrated sulphuric acid. 230 g of crushed ice are added to the reaction mixture, followed by 29 g of sodium nitrite in 70 ml of water, and the reaction mixture is left stirring for 15 minutes. The reaction mixture is added rapidly to a mixture composed of 280 ml of concentrated sulphuric acid and 200 ml of water raised to 160° C., and the reaction mixture is left stirring at... Reactants: C1(=CC=CC=C1)S (PhSH), C(C)(C)(C)OC(=O)N1CCC(CC1)NC(CC1=CC=C(C=C1)N1C[C@H](CC1)N1[C@H](CCC1)C)=O (4-{2-[4-((2S,3′S)-2-Methyl-[1,3′]bipyrrolidinyl-1′-yl)-phenyl]-acetylamino}-piperidine-1-carboxylic acid tert-butyl ester), Cl (HCl). The solvent is O1CCOCC1 (dioxane), O1CCOCC1 (dioxane). Conditions: time 8 hour. The product is Cl.C[C@@H]1N(CCC1)[C@@H]1CN(CC1)C1=CC=C(C=C1)CC(=O)NC1CCNCC1 (2-[4-((2S,3′S)-2-Methyl-[1,3′]bipyrrolidinyl-1′-yl)-phenyl]-N-piperidin-4-yl-acetamide hydrochloride). The yield is 100.0%. Reaction SMILES: C(OC([N:8]1[CH2:13][CH2:12][CH:11]([NH:14][C:15](=[O:34])[CH2:16][C:17]2[CH:22]=[CH:21][C:20]([N:23]3[CH2:27][CH2:26][C@H:25]([N:28]4[CH2:32][CH2:31][CH2:30][C@@H:29]4[CH3:33])[CH2:24]3)=[CH:19][CH:18]=2)[CH2:10][CH2:9]1)=O)(C)(C)C.C1(S)C=CC=CC=1.[ClH:42]>O1CCOCC1>[ClH:42].[CH3:33][C@H:29]1[CH2:30][CH2:31][CH2:32][N:28]1[C@H:25]1[CH2:26][CH2:27][N:23]([C:20]2[CH:19]=[CH:18][C:17]([CH2:16][C:15]([NH:14][CH:11]3[CH2:10][CH2:9][NH:8][CH2:13][CH2:12]3)=[O:34])=[CH:22][CH:21]=2)[CH2:24]1 |f:4.5|. Procedure: 4-{2-[4-((2S,3′S)-2-Methyl-[1,3′]bipyrrolidinyl-1′-yl)-phenyl]-acetylamino}-piperidine-1-carboxylic acid tert-butyl ester (2.92 g, 6.2 mmol) was dissolved in 5 mL of dioxane. To this solution was added 1.0 g of PhSH, followed by addition of 4N HCl in dioxane (6.2 mL, 24.8 mmol, 4 equiv.). The solution was stirred at rt overnight. HCl was removed by passing N2 through the solution which was absorbed by NaOH aq solution. The solvent was removed by reduced pressure distillation. The residue was fur... Reactants: NC1[C@@H]2N(C(=CCS2)C(=O)O)C1=O (7-amino-3-cephem-4-carboxylic acid), C([O-])([O-])=O.[Na+].[Na+] (sodium carbonate), P(=O)(Cl)(Cl)Cl (Phosphoryl chloride), C(=O)NC=1SC=C(N1)C(C(=O)O)=NOCC1=NOC=C1 (2-(2-formamidothiazol-4-yl)-2-(3-isoxazolylmethoxyimino)acetic acid). Solvent: O (water), CC(=O)C (acetone), O1CCCC1 (tetrahydrofuran), O1CCCC1 (tetrahydrofuran), CN(C=O)C (N,N-dimethylformamide). Product: C(=O)NC=1SC=C(N1)C(C(=O)NC1[C@@H]2N(C(=CCS2)C(=O)O)C1=O)=NOCC1=NOC=C1 (7-[2-(2-formamidothiazol-4-yl)-2-(3-isoxazolylmethoxyimino)acetamido]-3-cephem-4-carboxylic acid). Isolated yield 77.4%. Reaction SMILES: P(Cl)(Cl)(Cl)=O.[CH:6]([NH:8][C:9]1[S:10][CH:11]=[C:12]([C:14](=[N:18][O:19][CH2:20][C:21]2[CH:25]=[CH:24][O:23][N:22]=2)[C:15]([OH:17])=O)[N:13]=1)=[O:7].[NH2:26][CH:27]1[C:37](=[O:38])[N:29]2[C:30]([C:34]([OH:36])=[O:35])=[CH:31][CH2:32][S:33][C@H:28]12.C(=O)([O-])[O-].[Na+].[Na+]>O.CC(C)=O.O1CCCC1.CN(C)C=O>[CH:6]([NH:8][C:9]1[S:10][CH:11]=[C:12]([C:14](=[N:18][O:19][CH2:20][C:21]2[CH:25]=[CH:24][O:23][N:22]=2)[C:15]([NH:26][CH:27]2[C:37](=[O:38])[N:29]3[C:30]([C:34]([OH:36])=[O:35])=[CH:31][CH2:32][S:33][C@H:28]23)=[O:17])[N:13]=1)=[O:7] |f:3.4.5|. Procedure details: Phosphoryl chloride (1.02 g.), 2-(2-formamidothiazol-4-yl)-2-(3-isoxazolylmethoxyimino)acetic acid (syn isomer, 1.0 g), N,N-dimethylformamide (0.448 g.) and tetrahydrofuran (10 ml.) were treated in a similar manner to that of Example 5-(1) to give an activated acid solution. On the other hand, a mixture of 7-amino-3-cephem-4-carboxylic acid (0.91 g.), tetrahydrofuran (10 ml.) acetone (5 ml.) and water (5 ml.) was adjusted to pH 7.5 with 20% aqueous sodium carbonate at 0° to -5° C. The activated ... Reactants: CN(C)C=O, Cc1nn(C2CCN(C(=O)OC(C)C)CC2)c2ncnc(Cl)c12, [Cl-], Oc1cc(F)c(F)cc1F, [H-], [NH4+], [Na+]. Product: Cc1nn(C2CCN(C(=O)OC(C)C)CC2)c2ncnc(Oc3cc(F)c(F)cc3F)c12. RXN SMILES: [CH3:38][N:39]([CH3:40])[CH:41]=[O:42].[CH:13]([CH3:14])([CH3:15])[O:16][C:17](=[O:18])[N:19]1[CH2:20][CH2:21][CH:22]([n:25]2[n:26][c:27]([CH3:35])[c:28]3[c:29]2[n:30][cH:31][n:32][c:33]3[Cl:34])[CH2:23][CH2:24]1.[Cl-:36].[F:3][c:4]1[c:5]([OH:12])[cH:6][c:7]([F:11])[c:8]([F:10])[cH:9]1.[H-:1].[NH4+:37].[Na+:2]>>[F:3][c:4]1[c:5]([O:12][c:33]2[c:28]3[c:27]([CH3:35])[n:26][n:25]([CH:22]4[CH2:21][CH2:20][N:19]([C:17]([O:16][CH:13]([CH3:14])[CH3:15])=[O:18])[CH2:24][CH2:23]4)[c:29]3[n:30][cH:31][n:32]2)[cH:6][c:7]([F:11])[c:8]([F:10])[cH:9]1. Starting materials: C1=CCCCC1 (cyclohexene), C(C)(=O)O (acetic acid), OO (hydrogen peroxide). The reagents and catalysts are C(C)(=O)[O-].[Pd+2].C(C)(=O)[O-] (palladium acetate). Product: C(C)(=O)OC1C=CCCC1 (cyclohex-2-en-1-yl acetate). The yield is 50.0%. As a reaction SMILES: [CH:1]1[CH2:6][CH2:5][CH2:4][CH2:3][CH:2]=1.OO.[C:9]([OH:12])(=[O:11])[CH3:10]>C([O-])(=O)C.[Pd+2].C([O-])(=O)C>[C:9]([O:12][CH:1]1[CH2:6][CH2:5][CH2:4][CH:3]=[CH:2]1)(=[O:11])[CH3:10] |f:3.4.5|. Procedure: A 500 ml three-neck flask was charged with 15 g of cyclohexene (0.18 moles), 150 g of acetic acid and 80 mg of palladium acetate (0.36 mmoles). The temperature was taken to 50°, and then 10.6 g (0.22 moles) of 70% by weight hydrogen peroxide were introduced in 8 h. The reaction was continued for 2 more hours, while keeping the temperature at 50°. The acetic acid was then distilled (35°, 20×102Pa). The residue was distilled under vacuum (64°-68°, 15×102Pa) to provide cyclohex-2-en-1-yl acetate, 9... Reactants: NC1=C(C(C2=C(C=CC=C2)F)=NCCO)C=C(C=C1)Br (2-{[2-amino-5-bromo-α-(2-fluorophenyl)benzylidene]amino}ethanol), C1(CCCCC1)N=C=NC1CCCCC1 (N,N'-dicyclohexylcarbodiimide), Cl.NCC(=O)O (glycine hydrochloride). The solvent is O1CCCC1 (tetrahydrofuran), O (water), CN(C=O)C (dimethylformamide), O (water). The product is NCC(=O)NC1=C(C(C2=C(C=CC=C2)F)=NCCO)C=C(C=C1)Br (2-{[2-Aminoacetamido-5-bromo-α -(2-fluorophenyl)benzylidene]amino}ethanol). Isolated yield 57.9%. As a reaction SMILES: C1(N=C=NC2CCCCC2)CCCCC1.Cl.[NH2:17][CH2:18][C:19](O)=[O:20].[NH2:22][C:23]1[CH:40]=[CH:39][C:38]([Br:41])=[CH:37][C:24]=1[C:25](=[N:33][CH2:34][CH2:35][OH:36])[C:26]1[CH:31]=[CH:30][CH:29]=[CH:28][C:27]=1[F:32]>CN(C)C=O.O.O1CCCC1>[NH2:17][CH2:18][C:19]([NH:22][C:23]1[CH:40]=[CH:39][C:38]([Br:41])=[CH:37][C:24]=1[C:25](=[N:33][CH2:34][CH2:35][OH:36])[C:26]1[CH:31]=[CH:30][CH:29]=[CH:28][C:27]=1[F:32])=[O:20] |f:1.2|. Procedure details: To a solution of 4.5g of N,N'-dicyclohexylcarbodiimide in 100ml of dimethylformamide is added a solution of 2.2g of glycine hydrochloride in 2.2ml of water in a period of about 30 seconds under stirring and ice-cooling. Immediately a solution of 3.4g of 2-{[2-amino-5-bromo-α-(2-fluorophenyl)benzylidene]amino}ethanol in 10ml of tetrahydrofuran is added dropwise to the reaction mixture, and the mixture is stirred for further 3 hours at room temperature. After completion of the reaction, one liter ... Starting materials: NC1=CC=C(C(=O)O)C=C1 (4-Aminobenzoic acid), CS(=O)(=O)Cl (methanesulfonylchloride), CS(=O)(=O)Cl (methanesulfonylchloride). Product: C(=O)(O)C1=CC=C(C=C1)NS(=O)(=O)C (N-(4-carboxyphenyl)methanesulfonamide). RXN SMILES: [NH2:1][C:2]1[CH:10]=[CH:9][C:5]([C:6]([OH:8])=[O:7])=[CH:4][CH:3]=1.[CH3:11][S:12](Cl)(=[O:14])=[O:13]>>[C:6]([C:5]1[CH:9]=[CH:10][C:2]([NH:1][S:12]([CH3:11])(=[O:14])=[O:13])=[CH:3][CH:4]=1)([OH:8])=[O:7]. Procedure details: 4-Aminobenzoic acid is reacted with methanesulfonyl chloride (Compound 19) to give N-(4-carboxyphenyl)methanesulfonamide. 2-Triethylsilyl-4-furaldehyde (Compound 18) is reacted with N-(4-carboxyphenyl)methanesulfonamide and lithium diisopropylamide. The resulting 4-[1-hydroxy-2-N-(4-carboxyphenyl)sulfonamido]-ethyl-2-triethylsilylfuran is esterified with dodecanoyl chloride in the presence of triethylamine. Oxidizing this ester with singlet oxygen, under conditions as in Example 1, gives the tit...